From a dataset of the Open Reaction Database (ORD), a public repository of structured organic reaction records. describe an organic reaction: reactants, conditions, products, and yield Starting materials: O (water), N1C=CC=2C1=NC=CC2NC2=C(SC=C2)C(=O)O (3-(1H-pyrrolo[2,3-b]pyridin-4-ylamino)thiophene-2-carboxylic acid), N(=[N+]=[N-])C[C@@H](N)C1=CC=CC=C1 ((1S)-2-azido-1-phenylethanamine), CCN(C(C)C)C(C)C (n,n-diisopropylethylamine), O-(7-azabenzotriazol-1-yl)-n,n,n′,n′-tetramethyluronium hexafluoro-phosphate. Solvent: CN(C)C=O (DMF). Run at time 1 hour. The product is N(=[N+]=[N-])C[C@H](C1=CC=CC=C1)NC(=O)C=1SC=CC1NC1=C2C(=NC=C1)NC=C2 (3-(1H-Pyrrolo[2,3-b]pyridin-4-ylamino)-thiophene-2-carboxylic acid ((S)-2-azido-1-phenyl-ethyl)-amide). The yield is 79.0%. As a reaction SMILES: [NH:1]1[C:5]2=[N:6][CH:7]=[CH:8][C:9]([NH:10][C:11]3[CH:15]=[CH:14][S:13][C:12]=3[C:16]([OH:18])=O)=[C:4]2[CH:3]=[CH:2]1.[N:19]([CH2:22][C@H:23]([C:25]1[CH:30]=[CH:29][CH:28]=[CH:27][CH:26]=1)[NH2:24])=[N+:20]=[N-:21].CCN(C(C)C)C(C)C.O>CN(C=O)C>[N:19]([CH2:22][C@@H:23]([NH:24][C:16]([C:12]1[S:13][CH:14]=[CH:15][C:11]=1[NH:10][C:9]1[CH:8]=[CH:7][N:6]=[C:5]2[NH:1][CH:2]=[CH:3][C:4]=12)=[O:18])[C:25]1[CH:26]=[CH:27][CH:28]=[CH:29][CH:30]=1)=[N+:20]=[N-:21]. Procedure: To a solution of 3-(1H-pyrrolo[2,3-b]pyridin-4-ylamino)thiophene-2-carboxylic acid (130.00 mg; 0.50 mmol; 1.00 eq.), (1S)-2-azido-1-phenylethanamine (129.67 mg; 0.55 mmol; 1.10 eq.), n,n-diisopropylethylamine (0.33 ml; 2.01 mmol; 4.00 eq.) in DMF (2.00 ml), O-(7-azabenzotriazol-1-yl)-n,n,n′,n′-tetramethyluronium hexafluoro-phosphate (209.70 mg; 0.55 mmol; 1.10 eq.) was added. The resulting mixture was stirred at room temperature for 1 hour. The reaction mixture was poured into water. The solid w...